Task: describe an organic reaction: reactants, conditions, products, and yield. Dataset: the Open Reaction Database (ORD), a public repository of structured organic reaction records The reactants are BrCC1=CC=C(C(=O)OCC)C=C1 (ethyl 4-bromomethylbenzoate), CO (Methanol), [H-].[Na+] (Sodium hydride), N1=CNC2=C1C=CC=C2 (benzimidazole). Run in O (water), C(C)(=O)OCC (ethyl acetate), C1CCOC1 (THF), C1CCOC1 (THF). Run at temperature 0 celsius, time 8 hour. The product is N1(C=NC2=C1C=CC=C2)CC2=CC=C(C(=O)OCC)C=C2 (Ethyl 4-(1H-benzimidazylmethyl)benzoate). RXN SMILES: [H-].[Na+].[N:3]1[C:7]2[CH:8]=[CH:9][CH:10]=[CH:11][C:6]=2[NH:5][CH:4]=1.Br[CH2:13][C:14]1[CH:24]=[CH:23][C:17]([C:18]([O:20][CH2:21][CH3:22])=[O:19])=[CH:16][CH:15]=1.CO>C1COCC1.C(OCC)(=O)C.O>[N:3]1([CH2:13][C:14]2[CH:24]=[CH:23][C:17]([C:18]([O:20][CH2:21][CH3:22])=[O:19])=[CH:16][CH:15]=2)[C:7]2[CH:8]=[CH:9][CH:10]=[CH:11][C:6]=2[N:5]=[CH:4]1 |f:0.1|. Reported procedure: Sodium hydride (80% dispersion in oil) (0.61 g, 0.02 mol) was added to a stirred solution of benzimidazole (2.00 g, 0.017 mol) in dry THF (30 ml) under argon. After 90 m the mixture was cooled to 0° C. and treated with ethyl 4-bromomethylbenzoate (4.50 g, 0.019 mol) dissolved in dry THF (20 ml). The mixture was allowed to warm to ambient temperature and stirred overnight. Methanol (1 ml) was added, followed by water and the product extracted using ethyl acetate (3×75 ml). The combined organic la... The reactants are Cl.O1C(=CC=C1)C(=O)CN ((2-furylcarbonyl)methylamine hydrochloride), C([O-])(O)=O.[Na+] (sodium bicarbonate), FC1=CC=C(C(=O)Cl)C=C1 (4-fluorobenzoyl chloride). Product: FC1=CC=C(C(=O)NCC(=O)C=2OC=CC2)C=C1 (N-(4-fluorobenzoyl)-(2-furylcarbonyl)methylamine). The yield is 67.0%. RXN SMILES: Cl.[O:2]1[CH:6]=[CH:5][CH:4]=[C:3]1[C:7]([CH2:9][NH2:10])=[O:8].C(=O)(O)[O-].[Na+].[F:16][C:17]1[CH:25]=[CH:24][C:20]([C:21](Cl)=[O:22])=[CH:19][CH:18]=1>>[F:16][C:17]1[CH:25]=[CH:24][C:20]([C:21]([NH:10][CH2:9][C:7]([C:3]2[O:2][CH:6]=[CH:5][CH:4]=2)=[O:8])=[O:22])=[CH:19][CH:18]=1 |f:0.1,2.3|. Procedure details: 23.4 g of (2-furylcarbonyl)methylamine hydrochloride, 29.3 g of sodium bicarbonate and 23.0 g of 4-fluorobenzoyl chloride are treated in the same manner as described in Preparation 1-(1). 24.0 g of N-(4-fluorobenzoyl)-(2-furylcarbonyl)methylamine are thereby obtained. Yield: 66.8% The reactants are CC=Cc1ccc2ncccc2c1OCc1ccccc1, ClCCl, CCN(C(C)C)C(C)C, O=[O+][O-]. Product: O=Cc1ccc2ncccc2c1OCc1ccccc1. Reaction SMILES: [CH2:1]([c:2]1[cH:3][cH:4][cH:5][cH:6][cH:7]1)[O:8][c:9]1[c:10]2[cH:11][cH:12][cH:13][n:14][c:15]2[cH:16][cH:17][c:18]1[CH:19]=[CH:20][CH3:21].[CH2:34]([Cl:35])[Cl:36].[CH:25]([N:26]([CH:27]([CH3:28])[CH3:29])[CH2:30][CH3:31])([CH3:32])[CH3:33].[O-:22][O+:23]=[O:24]>>[CH2:1]([c:2]1[cH:3][cH:4][cH:5][cH:6][cH:7]1)[O:8][c:9]1[c:10]2[cH:11][cH:12][cH:13][n:14][c:15]2[cH:16][cH:17][c:18]1[CH:19]=[O:22]. The reactants are C(CC)C=1C=NC(=NC1)N1CCC(CC1)OC=1SC2=C(N1)C=CC(=C2)C2=CCN(CC2)S(=O)(=O)CCN2C(C1=CC=CC=C1C2=O)=O (2-(2-(4-(2-(1-(5-propylpyrimidin-2-yl)piperidin-4-yloxy)benzo[d]thiazol-6-yl)-5,6-dihydropyridin-1(2H)-ylsulfonyl)ethyl)isoindoline-1,3-dione), NN (hydrazine). The solvent is C(Cl)Cl (DCM), CO (MeOH). Run at temperature 40 celsius. Yields the product C(CC)C=1C=NC(=NC1)N1CCC(CC1)OC=1SC2=C(N1)C=CC(=C2)C2=CCN(CC2)S(=O)(=O)CCN (2-(4-(2-(1-(5-Propylpyrimidin-2-yl)piperidin-4-yloxy)benzo[d]thiazol-6-yl)-5,6-dihydropyridin-1(2H)-ylsulfonyl)ethanamine). Yield: 76.7%. RXN SMILES: [CH2:1]([C:4]1[CH:5]=[N:6][C:7]([N:10]2[CH2:15][CH2:14][CH:13]([O:16][C:17]3[S:18][C:19]4[CH:25]=[C:24]([C:26]5[CH2:31][CH2:30][N:29]([S:32]([CH2:35][CH2:36][N:37]6C(=O)C7C(=CC=CC=7)C6=O)(=[O:34])=[O:33])[CH2:28][CH:27]=5)[CH:23]=[CH:22][C:20]=4[N:21]=3)[CH2:12][CH2:11]2)=[N:8][CH:9]=1)[CH2:2][CH3:3].NN>C(Cl)Cl.CO>[CH2:1]([C:4]1[CH:5]=[N:6][C:7]([N:10]2[CH2:15][CH2:14][CH:13]([O:16][C:17]3[S:18][C:19]4[CH:25]=[C:24]([C:26]5[CH2:31][CH2:30][N:29]([S:32]([CH2:35][CH2:36][NH2:37])(=[O:34])=[O:33])[CH2:28][CH:27]=5)[CH:23]=[CH:22][C:20]=4[N:21]=3)[CH2:12][CH2:11]2)=[N:8][CH:9]=1)[CH2:2][CH3:3]. Reported procedure: To a suspension of 2-(2-(4-(2-(1-(5-propylpyrimidin-2-yl)piperidin-4-yloxy)benzo[d]thiazol-6-yl)-5,6-dihydropyridin-1(2H)-ylsulfonyl)ethyl)isoindoline-1,3-dione (0.184 g, 0.274 mmol) in DCM (9.1 mL) and MeOH (9.1 mL) was added hydrazine (0.21 ml, 6.58 mmol). The mixture was heated in 40° C. oil bath overnight. The reaction became homogenous. The solvent was removed under reduced pressure. The residue was triturated in MeOH (6 mL) to afford desired product as a white solid (114 mg, 77% yield). 1H... Starting materials: crude product, [BH4-].[Na+] (sodiumborohydride), O (water), FC=1C=CC2=C(C(=CO2)C=O)C1 (5-Fluoro-benzofuran-3-carbaldehyde), C(C)OC(NC1=C(C=C(C=C1)N)[N+](=O)[O-])=O ((4-amino-2-nitro-phenyl)-carbamic acid ethyl ester). Run in O1CCOCC1.CO (dioxane methanol), mixture, CC=1C=CC=CC1C (o-xylene). The product is C(C)OC(NC1=C(C=C(C=C1)NCC1=COC2=C1C=C(C=C2)F)[N+](=O)[O-])=O ({4-[(5-Fluoro-benzofuran-3-ylmethyl)-amino]-2-nitro-phenyl}-carbamic acid ethyl ester). As a reaction SMILES: [F:1][C:2]1[CH:3]=[CH:4][C:5]2[O:9][CH:8]=[C:7]([CH:10]=O)[C:6]=2[CH:12]=1.[CH2:13]([O:15][C:16](=[O:28])[NH:17][C:18]1[CH:23]=[CH:22][C:21]([NH2:24])=[CH:20][C:19]=1[N+:25]([O-:27])=[O:26])[CH3:14].[BH4-].[Na+].O>CC1C=CC=CC=1C.O1CCOCC1.CO>[CH2:13]([O:15][C:16](=[O:28])[NH:17][C:18]1[CH:23]=[CH:22][C:21]([NH:24][CH2:10][C:7]2[C:6]3[CH:12]=[C:2]([F:1])[CH:3]=[CH:4][C:5]=3[O:9][CH:8]=2)=[CH:20][C:19]=1[N+:25]([O-:27])=[O:26])[CH3:14] |f:2.3,6.7|. Procedure details: In a 3-necked round bottomed flask fitted with a Dean-Stark apparatus 5-Fluoro-benzofuran-3-carbaldehyde (3.59 g, 21.9 mmol) and (4-amino-2-nitro-phenyl)-carbamic acid ethyl ester (4.48 g, 19.9 mmol) were mixed in o-xylene (80 mL) and a catalytic amount of acidic ion exchange resin (Amberlite IRC-84, 100 mg) was added. The mixture was heated to reflux for 5 hours, filtered warm and concentrated in vacuo. This crude product was dissolved in a dioxane:methanol (4:1) mixture (90 mL) and sodiumboroh... Reactants: P(=O)(Cl)(Cl)Cl (Phosphoryl chloride), C(C)(C)(C)OC(N[C@@H]1C(NC2=C(N[C@H]1C)C=CC=C2)=O)=O (((2S,3S)-2-methyl-4-oxo-2,3,4,5-tetrahydro-1H-benzo[b][1,4]diazepin-3-yl)-carbamic acid tert-butyl ester), C(C)(=O)C1=CC=C(C(=O)O)C=C1 (4-acetyl-benzoic acid). Solvent: N1=CC=CC=C1 (pyridine), O (water). Run at time 2 hour. The product is C(C)(C)(C)OC(N[C@@H]1C(NC2=C(N([C@H]1C)C(C1=CC=C(C=C1)C(C)=O)=O)C=CC=C2)=O)=O ([(2S,3S)-1-(4-acetyl-benzoyl)-2-methyl-4-oxo-2,3,4,5-tetrahydro-1H-benzo[b][1,4]diazepin-3-yl]-carbamic acid tert-butyl ester). Yield: 66.8%. RXN SMILES: P(Cl)(Cl)(Cl)=O.[C:6]([O:10][C:11](=[O:26])[NH:12][C@H:13]1[C@H:19]([CH3:20])[NH:18][C:17]2[CH:21]=[CH:22][CH:23]=[CH:24][C:16]=2[NH:15][C:14]1=[O:25])([CH3:9])([CH3:8])[CH3:7].[C:27]([C:30]1[CH:38]=[CH:37][C:33]([C:34](O)=[O:35])=[CH:32][CH:31]=1)(=[O:29])[CH3:28]>N1C=CC=CC=1.O>[C:6]([O:10][C:11](=[O:26])[NH:12][C@H:13]1[C@H:19]([CH3:20])[N:18]([C:34](=[O:35])[C:33]2[CH:32]=[CH:31][C:30]([C:27](=[O:29])[CH3:28])=[CH:38][CH:37]=2)[C:17]2[CH:21]=[CH:22][CH:23]=[CH:24][C:16]=2[NH:15][C:14]1=[O:25])([CH3:7])([CH3:8])[CH3:9]. Reported procedure: Phosphoryl chloride (0.16 ml, 1.72 mmol) was added to a solution of ((2S,3S)-2-methyl-4-oxo-2,3,4,5-tetrahydro-1H-benzo[b][1,4]diazepin-3-yl)-carbamic acid tert-butyl ester (0.5 g, 1.72 mmol) and 4-acetyl-benzoic acid (0.25 g, 1.54 mmol) in pyridine (15 ml) at 0° C., stirring continued for 2 h. The reaction mixture was diluted with water (50 ml) and extracted with ethyl acetate (2×60 mL). The organic layers were combined, washed with 10% aqueous citric acid (1×15 mL), water (1×15 mL) and a satur...